From a dataset of the Open Reaction Database (ORD), a public repository of structured organic reaction records. describe an organic reaction: reactants, conditions, products, and yield Starting materials: [Al+3], C1COCCO1, O=C1Nc2ccccc2Oc2cc(Cl)ccc21, [H-], [H-], [H-], [H-], [Li+], C1CCOC1, O. Yields the product Clc1ccc2c(c1)Oc1ccccc1NC2. Reaction SMILES: [Al+3:2].[CH2:30]1[O:31][CH2:32][CH2:33][O:34][CH2:35]1.[Cl:7][c:8]1[cH:9][c:10]2[c:11]([cH:22][cH:23]1)[C:12](=[O:21])[NH:13][c:14]1[c:15]([cH:17][cH:18][cH:19][cH:20]1)[O:16]2.[H-:1].[H-:4].[H-:5].[H-:6].[Li+:3].[O:25]1[CH2:26][CH2:27][CH2:28][CH2:29]1.[OH2:24]>>[Cl:7][c:8]1[cH:9][c:10]2[c:11]([cH:22][cH:23]1)[CH2:12][NH:13][c:14]1[c:15]([cH:17][cH:18][cH:19][cH:20]1)[O:16]2.